This data is from the Open Reaction Database (ORD), a public repository of structured organic reaction records. The task is: describe an organic reaction: reactants, conditions, products, and yield Product: CCC(O)(c1cnc(S)s1)C(F)(F)F. The reactants are [Li]CCCC, C1CCOC1, CCC(=O)C(F)(F)F, Sc1nccs1. RXN SMILES: [CH2:1]([Li:2])[CH2:3][CH2:4][CH3:5].[CH2:20]1[O:21][CH2:22][CH2:23][CH2:24]1.[F:12][C:13]([C:14]([CH2:15][CH3:16])=[O:17])([F:18])[F:19].[s:6]1[c:7]([SH:11])[n:8][cH:9][cH:10]1>>[s:6]1[c:7]([SH:11])[n:8][cH:9][c:10]1[C:14]([C:13]([F:12])([F:18])[F:19])([CH2:15][CH3:16])[OH:17]. The reactants are FC(S(=O)(=O)O)(F)F (Trifluoromethanesulfonic acid), C(C(O)C)(=O)OCC (ethyl lactate), ClC(C(OCC1=CC=CC=C1)=N)(Cl)Cl (benzyl 2,2,2-trichloroacetimidate), C1CCCCC1 (cyclohexane). Solvent: ClCCl (dichloromethane). Reaction conditions: time 8 hour. Product: C(C1=CC=CC=C1)OC(C(=O)OCC)(O)C (Ethyl 2-benzyloxylactate). RXN SMILES: FC(F)(F)S(O)(=O)=[O:4].[C:9]([O:14][CH2:15][CH3:16])(=[O:13])[CH:10]([CH3:12])[OH:11].ClC(Cl)(Cl)C(=N)O[CH2:21][C:22]1[CH:27]=[CH:26][CH:25]=[CH:24][CH:23]=1.C1CCCCC1>ClCCl>[CH2:21]([O:11][C:10]([CH3:12])([OH:4])[C:9]([O:14][CH2:15][CH3:16])=[O:13])[C:22]1[CH:27]=[CH:26][CH:25]=[CH:24][CH:23]=1. Reported procedure: Trifluoromethanesulfonic acid (1.0 mL) was added gradually to a stirred mixture of ethyl lactate (8.90 g, 75 mmole), benzyl 2,2,2-trichloroacetimidate (22.7 g, 90 mmole), anhydrous cyclohexane (100 mL), and anhydrous dichloromethane (50 mL). The mixture was stirred overnight at room temperature under argon atmosphere. The mixture was filtered, and the filtrate was washed with saturated solution of sodium hydrogen carbonate (250 mL), and with distilled water (250 mL). Then, the solution was dried... Starting materials: N1(CCCC1)CC1=CC(=NC=C1)OC\C=C/CN (4-[4-(1-pyrrolidinylmethyl)-2-pyridyloxy]-cis-2-butenylamine), O1C(CSCC1)=O (1,4-oxathian-2-one). Product: N1(CCCC1)CC1=CC(=NC=C1)OC\C=C/CNC(CSCCO)=O (N-{4-[4-(1-pyrrolidinylmethyl)-2-pyridyloxy]-cis-2-butenyl}-2-(2-hydroxyethylthio)acetamide). RXN SMILES: [N:1]1([CH2:6][C:7]2[CH:12]=[CH:11][N:10]=[C:9]([O:13][CH2:14]/[CH:15]=[CH:16]\[CH2:17][NH2:18])[CH:8]=2)[CH2:5][CH2:4][CH2:3][CH2:2]1.[O:19]1[CH2:24][CH2:23][S:22][CH2:21][C:20]1=[O:25]>>[N:1]1([CH2:6][C:7]2[CH:12]=[CH:11][N:10]=[C:9]([O:13][CH2:14]/[CH:15]=[CH:16]\[CH2:17][NH:18][C:20](=[O:25])[CH2:21][S:22][CH2:23][CH2:24][OH:19])[CH:8]=2)[CH2:5][CH2:4][CH2:3][CH2:2]1. Procedure: Following a procedure similar to that described in Example 68, but using 4-[4-(1-pyrrolidinylmethyl)-2-pyridyloxy]-cis-2-butenylamine and 1,4-oxathian-2-one as starting materials, in relative proportions similar to those used in that Example, N-{4-[4-(1-pyrrolidinylmethyl)-2-pyridyloxy]-cis-2-butenyl}-2-(2-hydroxyethylthio)acetamide was obtained. This product was reacted with acetic anhydride in the same manner and same relative proportions as described in Example 67(c), to give the title compou...